Dataset: the Open Reaction Database (ORD), a public repository of structured organic reaction records. Task: describe an organic reaction: reactants, conditions, products, and yield Starting materials: CC1=NN(C2=C1NC(N(C2=O)C)=O)C2=C(C=C(C=C2Cl)Cl)Cl (3,6-dimethyl-1-(2,4,6-trichlorophenyl)-1H-pyrazolo[4,3-d]pyrimidine-5,7(4H,6H)-dione), P(=O)(Cl)(Cl)Cl (phosphorus oxychloride), C(C)(C)N(C(C)C)CC (N,N-diisopropylethylamine). Run at temperature 100 celsius, time 60 hour. The product is ClC=1N(C(C2=C(N1)C(=NN2C2=C(C=C(C=C2Cl)Cl)Cl)C)=O)C (5-Chloro-3,6-dimethyl-1-(2,4,6-trichlorophenyl)-1,6-dihydro-7H-pyrazolo[4,3-d]pyrimidin-7-one). RXN SMILES: [CH3:1][C:2]1[C:6]2[NH:7][C:8](=O)[N:9]([CH3:12])[C:10](=[O:11])[C:5]=2[N:4]([C:14]2[C:19]([Cl:20])=[CH:18][C:17]([Cl:21])=[CH:16][C:15]=2[Cl:22])[N:3]=1.P(Cl)(Cl)([Cl:25])=O.C(N(CC)C(C)C)(C)C>>[Cl:25][C:8]1[N:9]([CH3:12])[C:10](=[O:11])[C:5]2[N:4]([C:14]3[C:19]([Cl:20])=[CH:18][C:17]([Cl:21])=[CH:16][C:15]=3[Cl:22])[N:3]=[C:2]([CH3:1])[C:6]=2[N:7]=1. Reported procedure: A mixture of 3,6-dimethyl-1-(2,4,6-trichlorophenyl)-1H-pyrazolo[4,3-d]pyrimidine-5,7(4H,6H)-dione (20 mg, 0.0556 mmol), phosphorus oxychloride (0.52 ml) and N,N-diisopropylethylamine (0.21 ml) was stirred at 100° C. for 60 h. The solvent was evaporated under vacuum to give the title compound, which was used for the next step without further purification. Starting materials: CCOC(=O)C(C)P(=O)(OCC)OCC (triethyl 2-phosphonopropionate), [H-].[Na+] (NaH), C(=O)(OC(C)(C)C)N1CCC(CC1)=O (N-Boc-4-piperidone). Solvent: C1CCOC1 (THF), C1CCOC1 (THF). Run at time 1 hour. Product: COC(C(C)=C1CCN(CC1)C(=O)OC(C)(C)C)=O (tert-Butyl 4-(2-methoxy-1-methyl-2-oxoethylidene)piperidine-1-carboxylate). Reaction SMILES: [H-].[Na+].C[CH2:4][O:5][C:6]([CH:8](P(OCC)(OCC)=O)[CH3:9])=[O:7].[C:18]([N:25]1[CH2:30][CH2:29][C:28](=O)[CH2:27][CH2:26]1)([O:20][C:21]([CH3:24])([CH3:23])[CH3:22])=[O:19]>C1COCC1>[CH3:4][O:5][C:6](=[O:7])[C:8](=[C:28]1[CH2:29][CH2:30][N:25]([C:18]([O:20][C:21]([CH3:24])([CH3:23])[CH3:22])=[O:19])[CH2:26][CH2:27]1)[CH3:9] |f:0.1|. Procedure details: To a suspension of 60% NaH (2.005 g; 50.00 mmol) in anhydrous THF (100 mL), under an atmosphere of argon, was added triethyl 2-phosphonopropionate (10.73 mL; 50.00 mmol), at such a rate as to keep the reaction temperature below 30° C. The resulting mixture was stirred at room temperature for a further 1 hr. A solution of N-Boc-4-piperidone (9.965 g; 50.00 mmol), in anhydrous THF (50 mL), was added dropwise over five minutes. The resulting clear solution was stirred at ambient temperature for ˜1 ... The reactants are OC1CCNCC1 (4-Hydroxy-piperidine), BrCCCCCBr (1,5-dibromopentane), FC1=CC=C(C=C1)CC(=O)Cl ((4-fluoro-phenyl)-acetyl chloride), CNC1CC1 (N-methylcyclopropylamine). Yields the product C1(CC1)N(CCCCCOC1CCN(CC1)C(CC1=CC=C(C=C1)F)=O)C (1-{4-[5-(Cyclopropyl-methyl-amino)-pentyloxy]-piperidin-1-yl}-2-(4-fluoro-phenyl)-ethanone). Reaction SMILES: [OH:1][CH:2]1[CH2:7][CH2:6][NH:5][CH2:4][CH2:3]1.Br[CH2:9][CH2:10][CH2:11][CH2:12][CH2:13]Br.[F:15][C:16]1[CH:21]=[CH:20][C:19]([CH2:22][C:23](Cl)=[O:24])=[CH:18][CH:17]=1.[CH3:26][NH:27][CH:28]1[CH2:30][CH2:29]1>>[CH:28]1([N:27]([CH3:26])[CH2:9][CH2:10][CH2:11][CH2:12][CH2:13][O:1][CH:2]2[CH2:7][CH2:6][N:5]([C:23](=[O:24])[CH2:22][C:19]3[CH:20]=[CH:21][C:16]([F:15])=[CH:17][CH:18]=3)[CH2:4][CH2:3]2)[CH2:30][CH2:29]1. Procedure: In analogy to example 1.2a, 1.3, 1.4 and 1.5, reaction of 4-Hydroxy-piperidine with 1,5-dibromopentane, (4-fluoro-phenyl)-acetyl chloride and N-methylcyclopropylamine yielded 1-{4-[5-(Cyclopropyl-methyl-amino)-pentyloxy]-piperidin-1-yl}-2-(4-fluoro-phenyl)-ethanone, MS: 377 (MH+). Starting materials: C1(CCC1)NC(CCN(C(CC1=CC(=C(C=C1)F)C(F)(F)F)=O)[C@H](C)C=1N(C(C2=C(N1)N=CC=C2)=O)C2=CC=C(C=C2)OCC)C ((R)—N-(3-Cyclobutylamino-butyl)-N-{1-[3-(4-ethoxy-phenyl)-4-oxo-3,4-dihydro-pyrido[2,3-d]pyrimidin-2-yl]-ethyl}-2-(4-fluoro-3-trifluoromethyl-phenyl)-acetamide), C=O (formaldehyde), C(C)(=O)O[BH-](OC(C)=O)OC(C)=O.[Na+] (sodium triacetoxyborohydride). Run in ClC(C)Cl (dichloroethane), ClCCl (dichloromethane). Product: C1(CCC1)N(C(CCN(C(CC1=CC(=C(C=C1)F)C(F)(F)F)=O)[C@H](C)C=1N(C(C2=C(N1)N=CC=C2)=O)C2=CC=C(C=C2)OCC)C)C ((R)—N-[3-(Cyclobutyl-methyl-amino)-butyl]-N-{1-[3-(4-ethoxy-phenyl)-4-oxo-3,4-dihydro-pyrido[2,3-d]pyrimidin-2-yl]-ethyl}-2-(4-fluoro-3-trifluoromethyl-phenyl)-acetamide). As a reaction SMILES: [CH:1]1([NH:5][CH:6]([CH3:46])[CH2:7][CH2:8][N:9]([C@@H:24]([C:26]2[N:27]([C:37]3[CH:42]=[CH:41][C:40]([O:43][CH2:44][CH3:45])=[CH:39][CH:38]=3)[C:28](=[O:36])[C:29]3[CH:35]=[CH:34][CH:33]=[N:32][C:30]=3[N:31]=2)[CH3:25])[C:10](=[O:23])[CH2:11][C:12]2[CH:17]=[CH:16][C:15]([F:18])=[C:14]([C:19]([F:22])([F:21])[F:20])[CH:13]=2)[CH2:4][CH2:3][CH2:2]1.C=O.[C:49](O[BH-](OC(=O)C)OC(=O)C)(=O)C.[Na+]>ClC(Cl)C.ClCCl>[CH:1]1([N:5]([CH3:49])[CH:6]([CH3:46])[CH2:7][CH2:8][N:9]([C@@H:24]([C:26]2[N:27]([C:37]3[CH:38]=[CH:39][C:40]([O:43][CH2:44][CH3:45])=[CH:41][CH:42]=3)[C:28](=[O:36])[C:29]3[CH:35]=[CH:34][CH:33]=[N:32][C:30]=3[N:31]=2)[CH3:25])[C:10](=[O:23])[CH2:11][C:12]2[CH:17]=[CH:16][C:15]([F:18])=[C:14]([C:19]([F:21])([F:20])[F:22])[CH:13]=2)[CH2:2][CH2:3][CH2:4]1 |f:2.3|. Procedure: E4 (31 mg, 0.048 mmol), formaldehyde (37% in water, 5.4 μL, 0.073 mmol), and sodium triacetoxyborohydride (31 mg, 0.15 mmol) was stirred in dichloroethane at room temperature for 45 min. The reaction mixture was diluted with dichloromethane, then washed with saturated aqueous sodium bicarbonate and brine. It was dried over magnesium sulfate, filtered, and concentrated in vacuo. 33 mg of E5 was recovered. Reactants: Clc1nc2ccccc2[nH]1, Nc1cc(F)cc(C(F)(F)F)c1. Yields the product Cl, Fc1cc(Nc2nc3ccccc3[nH]2)cc(C(F)(F)F)c1. As a reaction SMILES: [Cl:1][c:2]1[nH:3][c:4]2[c:5]([n:6]1)[cH:7][cH:8][cH:9][cH:10]2.[F:11][c:12]1[cH:13][c:14]([NH2:15])[cH:16][c:17]([C:19]([F:20])([F:21])[F:22])[cH:18]1>>[ClH:1].[c:2]1([NH:15][c:14]2[cH:13][c:12]([F:11])[cH:18][c:17]([C:19]([F:20])([F:21])[F:22])[cH:16]2)[nH:3][c:4]2[c:5]([n:6]1)[cH:7][cH:8][cH:9][cH:10]2.